Dataset: the Open Reaction Database (ORD), a public repository of structured organic reaction records. Task: describe an organic reaction: reactants, conditions, products, and yield Reactants: B (borane), BrC1=C(C=CC=C1)C(C#N)(C)C (2-(2'-bromophenyl)-2-methylpropionitrile), FC(C(=O)O)(F)F (trifluoroacetic acid). Run in C1CCOC1 (THF), C1CCOC1 (THF). Yields the product BrC1=C(C=CC=C1)C(CN)(C)C (2-(2'-bromophenyl)-2-methylpropylamine). The yield is 60.0%. As a reaction SMILES: [Br:1][C:2]1[CH:7]=[CH:6][CH:5]=[CH:4][C:3]=1[C:8]([CH3:12])([CH3:11])[C:9]#[N:10].B.FC(F)(F)C(O)=O>C1COCC1>[Br:1][C:2]1[CH:7]=[CH:6][CH:5]=[CH:4][C:3]=1[C:8]([CH3:12])([CH3:11])[CH2:9][NH2:10]. Procedure: The derivative 2-(2'-bromophenyl)-2-methylpropionitrile from Example 1/A (2.24 g; 10 mmole) was dissolved in THF (25 ml) in an inert atmosphere. A solution of borane BH3 in THF (1 M; 25 ml; 25 mmole) was slowly added to the reaction medium. The new solution obtained was refluxed for 3 h. After cooling to room temperature, an aqueous solution of trifluoroacetic acid (50 ml; 1/1) was added dropwise to the reaction mixture. The mixture was refluxed for 1 h, then the solvents were evaporated off und... Reactants: 7b, COC(C1=C(C=CC=C1)C1(CCCC1)C(=O)O)=O (2-(1-carboxycyclopentyl)benzoic acid methyl ester), C1(CCC1)C=1N=C(SC1)/C=C/C=1C=C(C=CC1)N ((E)-3-[2-[4-(cyclobutyl)-2-thiazolyl]ethenyl]benzeneamine). Yields the product COC(C1=C(C=CC=C1)C1(CCCC1)C(=O)NC1=CC(=CC=C1)\C=C\C=1SC=C(N1)C1CCC1)=O ((E)-2-[1-[[[3-[2-[4-(cyclobutyl)-2-thiazolyl]ethenyl]phenyl]amino]carbonyl]cyclopentyl]benzoic acid methyl ester). RXN SMILES: [CH3:1][O:2][C:3](=[O:18])[C:4]1[CH:9]=[CH:8][CH:7]=[CH:6][C:5]=1[C:10]1([C:15]([OH:17])=O)[CH2:14][CH2:13][CH2:12][CH2:11]1.[CH:19]1([C:23]2[N:24]=[C:25](/[CH:28]=[CH:29]/[C:30]3[CH:31]=[C:32]([NH2:36])[CH:33]=[CH:34][CH:35]=3)[S:26][CH:27]=2)[CH2:22][CH2:21][CH2:20]1>>[CH3:1][O:2][C:3](=[O:18])[C:4]1[CH:9]=[CH:8][CH:7]=[CH:6][C:5]=1[C:10]1([C:15]([NH:36][C:32]2[CH:33]=[CH:34][CH:35]=[C:30](/[CH:29]=[CH:28]/[C:25]3[S:26][CH:27]=[C:23]([CH:19]4[CH2:22][CH2:21][CH2:20]4)[N:24]=3)[CH:31]=2)=[O:17])[CH2:11][CH2:12][CH2:13][CH2:14]1. Reported procedure: In a manner analogous to Example 7a and 7b, when 2-(1-carboxycyclopentyl)benzoic acid methyl ester is reacted with (E)-3-[2-[4-(cyclobutyl)-2-thiazolyl]ethenyl]benzeneamine, there is obtained (E)-2-[1-[[[3-[2-[4-(cyclobutyl)-2-thiazolyl]ethenyl]phenyl]amino]carbonyl]cyclopentyl]benzoic acid methyl ester which is converted to (E)-2-[1-[[[3-[2-[4-(cyclobutyl)-2-thiazolyl]ethenyl]phenyl]amino]carbonyl]cyclopentyl]benzoic acid.